The task is: describe an organic reaction: reactants, conditions, products, and yield. This data is from the Open Reaction Database (ORD), a public repository of structured organic reaction records. Reactants: Cl (HCl), ice water, [H-].[Na+] (NaH), N1C(=CC2=CC=C(C=C12)C(=O)OCC)C(=O)OCC (diethyl 1H-indole-2,6-dicarboxylate), N1C(=CC2=CC=C(C=C12)C(=O)OCC)C(=O)OCC (diethyl 1H-indole-2,6-dicarboxylate), C[C@H]1CCN(S(O1)(=O)=O)C(=O)OC(C)(C)C (tert-butyl (6S)-6-methyl-1,2,3-oxathiazinane-3-carboxylate 2,2-dioxide). Run in CN1CCCC1=O (NMP), CN1CCCC1=O (NMP), CN1CCCC1=O (NMP). Conditions: time 20 minute. Yields the product C(C)(C)(C)OC(=O)NCC[C@@H](C)N1C(=CC2=CC=C(C=C12)C(=O)OCC)C(=O)OCC (diethyl 1-{(2R)-4-[(tert-butoxycarbonyl)amino]butan-2-yl}-1H-indole-2,6-dicarboxylate). The yield is 69.4%. As a reaction SMILES: [H-].[Na+].[NH:3]1[C:11]2[C:6](=[CH:7][CH:8]=[C:9]([C:12]([O:14][CH2:15][CH3:16])=[O:13])[CH:10]=2)[CH:5]=[C:4]1[C:17]([O:19][CH2:20][CH3:21])=[O:18].[CH3:22][C@@H:23]1OS(=O)(=O)[N:26]([C:31]([O:33][C:34]([CH3:37])([CH3:36])[CH3:35])=[O:32])[CH2:25][CH2:24]1.Cl>CN1C(=O)CCC1>[C:34]([O:33][C:31]([NH:26][CH2:25][CH2:24][C@H:23]([N:3]1[C:11]2[C:6](=[CH:7][CH:8]=[C:9]([C:12]([O:14][CH2:15][CH3:16])=[O:13])[CH:10]=2)[CH:5]=[C:4]1[C:17]([O:19][CH2:20][CH3:21])=[O:18])[CH3:22])=[O:32])([CH3:37])([CH3:36])[CH3:35] |f:0.1|. Procedure details: A stirred suspension of 60% NaH (840 mg, 21 mmol) in NMP (40 mL) is cooled in an ice bath, and a solution of diethyl 1H-indole-2,6-dicarboxylate (Intermediate A, 5.8 g, 22 mmol) in NMP (20 mL) is added. The mixture is stirred for 20 min, then a solution of tert-butyl (6S)-6-methyl-1,2,3-oxathiazinane-3-carboxylate 2,2-dioxide (5.0 g, 20 mmol) in NMP (20 mL) is added. The reaction mixture is stirred for 30 min at 0° C. and is warmed to room temperature and stirred for 48 h. The reaction is poured...